From a dataset of the Open Reaction Database (ORD), a public repository of structured organic reaction records. describe an organic reaction: reactants, conditions, products, and yield Reactants: NC1=NC=NC2=CC(=CC=C12)CN1C([C@@H](N(CC1)C(=O)OCC1=CC=CC=C1)CCSC)=O (1-(4-Amino-quinazolin-7-ylmethyl)-4-benzyloxycarbonyl-3-(S)-(2-methylsulfanyl-ethyl)-piperazin-2-one). Run in Br (hydrogen bromide), C(C)(=O)O (acetic acid), CCOCC (ether). Run at time 1 hour. The product is NC1=NC=NC2=CC(=CC=C12)CN1C([C@@H](NCC1)CCSC)=O (1-(4-Amino-quinazolin-7-ylmethyl)-3-(S)-(2-methylsulfanyl-ethyl)-piperazin-2-one). Isolated yield 42.0%. As a reaction SMILES: [NH2:1][C:2]1[C:11]2[C:6](=[CH:7][C:8]([CH2:12][N:13]3[CH2:18][CH2:17][N:16](C(OCC4C=CC=CC=4)=O)[C@@H:15]([CH2:29][CH2:30][S:31][CH3:32])[C:14]3=[O:33])=[CH:9][CH:10]=2)[N:5]=[CH:4][N:3]=1>Br.C(O)(=O)C.CCOCC>[NH2:1][C:2]1[C:11]2[C:6](=[CH:7][C:8]([CH2:12][N:13]3[CH2:18][CH2:17][NH:16][C@@H:15]([CH2:29][CH2:30][S:31][CH3:32])[C:14]3=[O:33])=[CH:9][CH:10]=2)[N:5]=[CH:4][N:3]=1. Reported procedure: 1-(4-Amino-quinazolin-7-ylmethyl)-4-benzyloxycarbonyl-3-(S)-(2-methylsulfanyl-ethyl)-piperazin-2-one (100 mg, 0.215 mmol) is dissolved in 5 ml of 30% hydrogen bromide in acetic acid. The mixture is stirred for 1 hour, diluted with ethyle ether. The ether is decanted and the resulting solid is washed thoroughly with ethyle ether. The resulting crude product is purified by column chromatography eluting with a 4/2/1 mixture of CH2Cl2/MeOH/NH4OH (30% in H2O). with a gradient of 5% MeOH:CH2Cl2 to 10%... Starting materials: COC(=O)Cn1c(=O)n(S(=O)(=O)c2ccc(C)cc2)c2cccc([N+](=O)[O-])c21, CCOC(C)=O, [H][H]. Yields the product Cc1ccc(S(=O)(=O)n2c(=O)n3c4c(cccc42)NC(=O)C3)cc1. Reaction SMILES: [CH3:1][c:2]1[cH:3][cH:4][c:5]([S:8](=[O:9])(=[O:10])[n:11]2[c:12](=[O:28])[n:13]([CH2:23][C:24](=[O:25])[O:26][CH3:27])[c:14]3[c:15]2[cH:16][cH:17][cH:18][c:19]3[N+:20]([O-:21])=[O:22])[cH:6][cH:7]1.[CH3:31][CH2:32][O:33][C:34]([CH3:35])=[O:36].[H:29][H:30]>>[CH3:1][c:2]1[cH:3][cH:4][c:5]([S:8](=[O:9])(=[O:10])[n:11]2[c:12](=[O:28])[n:13]3[c:14]4[c:15]2[cH:16][cH:17][cH:18][c:19]4[NH:20][C:24](=[O:25])[CH2:23]3)[cH:6][cH:7]1. The reactants are CCC1C(=O)NC1CCOCc1ccccc1, CC(=O)O. The product is CCC1C(=O)NC1CCO. Reaction SMILES: [CH2:1]([c:2]1[cH:3][cH:4][cH:5][cH:6][cH:7]1)[O:8][CH2:9][CH2:10][CH:11]1[CH:12]([CH2:16][CH3:17])[C:13](=[O:15])[NH:14]1.[CH3:18][C:19](=[O:20])[OH:21]>>[OH:8][CH2:9][CH2:10][CH:11]1[CH:12]([CH2:16][CH3:17])[C:13](=[O:15])[NH:14]1.